describe an organic reaction: reactants, conditions, products, and yield From a dataset of the Open Reaction Database (ORD), a public repository of structured organic reaction records. Starting materials: NC=1N(C=C(C1C#N)C)C1=C(C=C(C=C1C)C)C (2-amino-4-methyl-1-(2,4,6-trimethylphenyl)pyrrole-3-carbonitrile), C(C)(=O)OC(C)=O (acetic anhydride). Solvent: C(C)(=O)O (acetic acid). Yields the product C(#N)C1=C(N(C=C1C)C1=C(C=C(C=C1C)C)C)NC(C)=O (N-[3-cyano-4-methyl-1-(2,4,6-trimethylphenyl)-1H-pyrrol-2-yl]-acetamide). The yield is 105.2%. As a reaction SMILES: [NH2:1][C:2]1[N:3]([C:10]2[C:15]([CH3:16])=[CH:14][C:13]([CH3:17])=[CH:12][C:11]=2[CH3:18])[CH:4]=[C:5]([CH3:9])[C:6]=1[C:7]#[N:8].[C:19](OC(=O)C)(=[O:21])[CH3:20]>C(O)(=O)C>[C:7]([C:6]1[C:5]([CH3:9])=[CH:4][N:3]([C:10]2[C:15]([CH3:16])=[CH:14][C:13]([CH3:17])=[CH:12][C:11]=2[CH3:18])[C:2]=1[NH:1][C:19](=[O:21])[CH3:20])#[N:8]. Reported procedure: A mixture of the purified compound of step A (3.000 g, 12.54 mmol) and acetic anhydride (1.410 g, 1.31 ml, 13.82 mmol) in 3 ml of acetic acid was refluxed for 45 minutes, cooled and poured onto crushed ice and extracted with ethyl acetate. The organic layer was neutralized, dried and concentrated to give 3.71 g (105%) of dark-pink glass foam. 1H NMR (CDCl3) □ 1.95(s, 6H), 2.2(s, 3H), 2.32 (s, 3H), 6.2(s, 1H), 6.8(brs, 1H, NH), 6.9(s, 2H) ppm. Reactants: C(C1=CC=CC=C1)OC1=NC=C(C(=O)N[C@H]2[C@@H](CCCC2)O)C=C1Br (6-benzyloxy-5-bromo-N-((1R,2R)-2-hydroxy-cyclohexyl)-nicotinamide), tetrakis(triphenyl-phosphine)palladium(0), ClC1=CC=C(C=C1)B(O)O (4-chlorophenyl-boronic acid), C(=O)([O-])[O-].[Na+].[Na+] (Na2CO3). Run in COCCOC (1,2-dimethoxyethane), CCO (EtOH), O (water). Conditions: time 10 minute. Yields the product C(C1=CC=CC=C1)OC1=NC=C(C(=O)N[C@H]2[C@@H](CCCC2)O)C=C1C1=CC=C(C=C1)Cl (6-benzyloxy-5-(4-chloro-phenyl)-N-((1R,2R)-2-hydroxy-cyclohexyl)-nicotinamide). The yield is 55.2%. RXN SMILES: [CH2:1]([O:8][C:9]1[C:24](Br)=[CH:23][C:12]([C:13]([NH:15][C@@H:16]2[CH2:21][CH2:20][CH2:19][CH2:18][C@H:17]2[OH:22])=[O:14])=[CH:11][N:10]=1)[C:2]1[CH:7]=[CH:6][CH:5]=[CH:4][CH:3]=1.[Cl:26][C:27]1[CH:32]=[CH:31][C:30](B(O)O)=[CH:29][CH:28]=1.C([O-])([O-])=O.[Na+].[Na+]>COCCOC.CCO.O>[CH2:1]([O:8][C:9]1[C:24]([C:30]2[CH:31]=[CH:32][C:27]([Cl:26])=[CH:28][CH:29]=2)=[CH:23][C:12]([C:13]([NH:15][C@@H:16]2[CH2:21][CH2:20][CH2:19][CH2:18][C@H:17]2[OH:22])=[O:14])=[CH:11][N:10]=1)[C:2]1[CH:7]=[CH:6][CH:5]=[CH:4][CH:3]=1 |f:2.3.4|. Procedure details: To a solution of 6-benzyloxy-5-bromo-N-((1R,2R)-2-hydroxy-cyclohexyl)-nicotinamide (85 mg) in 1,2-dimethoxyethane (1.6 ml) was added tetrakis(triphenyl-phosphine)palladium(0) (24.5 mg). The mixture was stirred for 10 min. 4-chlorophenyl-boronic acid (37.2 mg) was dissolved in 0.7 ml EtOH and added to the reaction mixture. A solution of Na2CO3 (190 mg) in water (1 ml) was added. The reaction mixture was stirred at 85° C. for 3 h. After cooling to room temperature, the mixture was filtered and the... Reactants: solid, Cl.Cl.Cl.O1COC2=C1C=CC=C2N2CCN(CC2)CC[C@@H]2CC[C@H](CC2)N (Trans-4-[2-(4-Benzo[1,3]dioxol-4-yl-piperazin-1-yl)-ethyl]-cyclohexylamine trihydrochloride), Cl.Cl.Cl.O1COC2=C1C=CC=C2N2CCN(CC2)CC[C@@H]2CC[C@H](CC2)N (Trans-4-[2-(4-Benzo[1,3]dioxol-4-yl-piperazin-1-yl)-ethyl]-cyclohexylamine trihydrochloride), O[C@H](C(=O)O)C(C)C ((S)-2-hydroxy-3-methylbutanoic acid). Yields the product O1COC2=C1C=CC=C2N2CCN(CC2)CC[C@@H]2CC[C@H](CC2)NC([C@H](C(C)C)O)=O ((S)-Trans-N-{4-[2-(4-Benzo[1,3]dioxol-4-yl-piperazin-1-yl)-ethyl]-cyclohexyl}-2-hydroxy-3-methyl-butyramide). As a reaction SMILES: Cl.Cl.Cl.[O:4]1[C:8]2[CH:9]=[CH:10][CH:11]=[C:12]([N:13]3[CH2:18][CH2:17][N:16]([CH2:19][CH2:20][C@H:21]4[CH2:26][CH2:25][C@H:24]([NH2:27])[CH2:23][CH2:22]4)[CH2:15][CH2:14]3)[C:7]=2[O:6][CH2:5]1.[OH:28][C@@H:29]([CH:33]([CH3:35])[CH3:34])[C:30](O)=[O:31]>>[O:4]1[C:8]2[CH:9]=[CH:10][CH:11]=[C:12]([N:13]3[CH2:18][CH2:17][N:16]([CH2:19][CH2:20][C@H:21]4[CH2:26][CH2:25][C@H:24]([NH:27][C:30](=[O:31])[C@@H:29]([OH:28])[CH:33]([CH3:35])[CH3:34])[CH2:23][CH2:22]4)[CH2:15][CH2:14]3)[C:7]=2[O:6][CH2:5]1 |f:0.1.2.3|. Procedure: The title compound, white solid (9 mg, 25.6%), MS (ISP) m/z=432.4 [(M+H)+], was prepared in accordance with the general method of example 1 from Trans-4-[2-(4-Benzo[1,3]dioxol-4-yl-piperazin-1-yl)-ethyl]-cyclohexylamine hydrochloride (Intermediate A) (30 mg, 81.5 mmol) and (S)-2-hydroxy-3-methylbutanoic acid. Reactants: [Cl-].[Al+3].[Cl-].[Cl-] (aluminium chloride), [N+](=O)([O-])C1=CC=C(C(=O)Cl)C=C1 (4-nitrobenzoyl chloride), ice water, C1(=CC=CC=C1)OC (anisole). Run in [N+](=O)([O-])C1=CC=CC=C1 (nitrobenzene), [N+](=O)([O-])C1=CC=CC=C1 (nitrobenzene). Reaction conditions: time 8 hour. Yields the product COC1=CC=C(C(=O)C2=CC=C(C=C2)[N+](=O)[O-])C=C1 (4-methoxy-4'-nitrobenzophenone). Yield: 55.2%. Reaction SMILES: [Cl-].[Al+3].[Cl-].[Cl-].[N+:5]([C:8]1[CH:16]=[CH:15][C:11]([C:12](Cl)=[O:13])=[CH:10][CH:9]=1)([O-:7])=[O:6].[C:17]1([O:23][CH3:24])[CH:22]=[CH:21][CH:20]=[CH:19][CH:18]=1>[N+](C1C=CC=CC=1)([O-])=O>[CH3:24][O:23][C:17]1[CH:22]=[CH:21][C:20]([C:12]([C:11]2[CH:15]=[CH:16][C:8]([N+:5]([O-:7])=[O:6])=[CH:9][CH:10]=2)=[O:13])=[CH:19][CH:18]=1 |f:0.1.2.3|. Procedure details: 150 ml of nitrobenzene were cooled in an ice-bath and treated portionwise with 41 g of aluminium chloride. In so doing, the temperature was held at below 5°. Subsequently, a solution of 50 g of 4-nitrobenzoyl chloride in 50 ml of nitrobenzene was added dropwise in such a manner that the temperature remains at below 5°. At the same temperature there were added dropwise 27.8 g of anisole. Subsequently, the mixture was stirred at 20° overnight. The solution was poured on to 1 liter of ice-water, ex... Reactants: C1COC2([C@H]3O[C@@H](C=C2Br)CO3)O1 (1,6-anhydro-3-bromo-3,4-dideoxy-β-D-glycero-hex-3-enopyranos-2-ulose ethylene acetal), C=O (formaldehyde), Example 8 ( 1 ), C(CCC)[Li] (n-butyl lithium). Solvent: O1CCCC1 (tetrahydrofuran). Reaction conditions: temperature -78 celsius, time 20 minute. The product is C1COC2([C@H]3O[C@@H](C=C2CO)CO3)O1 (1,6-anhydro-3,4-dideoxy-3-hydroxymethyl-β-D-glycero-hex-3-enopyranos-2-ulose ethylene acetal). Reaction SMILES: [CH2:1]1[O:13][C:4]2([C:9](Br)=[CH:8][C@H:7]3[CH2:11][O:12][C@@H:5]2[O:6]3)[O:3][CH2:2]1.C([Li])CCC.[CH2:19]=[O:20]>O1CCCC1>[CH2:1]1[O:13][C:4]2([C:9]([CH2:19][OH:20])=[CH:8][C@H:7]3[CH2:11][O:12][C@@H:5]2[O:6]3)[O:3][CH2:2]1. Reported procedure: 1.65 g of 1,6-anhydro-3-bromo-3,4-dideoxy-β-D-glycero-hex-3-enopyranos-2-ulose ethylene acetal obtained in the above Intermediate Preparation Example 8 (1), was dissolved in 200 ml of dry tetrahydrofuran, and the solution was cooled to -78° C. Then, 5 ml (1.6N) of n-butyl lithium was gradually added thereto, and the mixture was further stirred for 20 minutes. To the obtained reaction mixture, formaldehyde gas was introduced in large excess, and the temperature was raised to room temperature. Ter...